Dataset: the Open Reaction Database (ORD), a public repository of structured organic reaction records. Task: describe an organic reaction: reactants, conditions, products, and yield Starting materials: CCO, CCCCCCCCCCC=Cc1ccccc1Br, O=[Pt]. Yields the product CCCCCCCCCCCCc1ccccc1Br. Reaction SMILES: [CH3:20][CH2:21][OH:22].[CH:1](=[CH:2][CH2:3][CH2:4][CH2:5][CH2:6][CH2:7][CH2:8][CH2:9][CH2:10][CH2:11][CH3:12])[c:13]1[c:14]([Br:19])[cH:15][cH:16][cH:17][cH:18]1.[Pt:23]=[O:24]>>[CH2:1]([CH2:2][CH2:3][CH2:4][CH2:5][CH2:6][CH2:7][CH2:8][CH2:9][CH2:10][CH2:11][CH3:12])[c:13]1[c:14]([Br:19])[cH:15][cH:16][cH:17][cH:18]1. Reactants: CC(C)(C)OC(=O)COCCCCO, BrC(Br)(Br)Br, ClCCl, c1ccc(P(c2ccccc2)c2ccccc2)cc1. The product is CC(C)(C)OC(=O)COCCCCBr. As a reaction SMILES: [C:1]([CH3:2])([CH3:3])([CH3:4])[O:5][C:6]([CH2:7][O:8][CH2:9][CH2:10][CH2:11][CH2:12][OH:13])=[O:14].[C:34]([Br:35])([Br:36])([Br:37])[Br:38].[Cl:39][CH2:40][Cl:41].[c:15]1([P:16]([c:17]2[cH:18][cH:19][cH:20][cH:21][cH:22]2)[c:23]2[cH:24][cH:25][cH:26][cH:27][cH:28]2)[cH:29][cH:30][cH:31][cH:32][cH:33]1>>[C:1]([CH3:2])([CH3:3])([CH3:4])[O:5][C:6]([CH2:7][O:8][CH2:9][CH2:10][CH2:11][CH2:12][Br:35])=[O:14]. Reactants: [N+](=O)([O-])C1=CC=C(S1)C#CC1=CC=C(C#N)C=C1 (4-[(5-nitro-2-thienyl)ethynyl]benzonitrile), C(CCC)[Sn](CCCC)=O (dibutyltin oxide), C[Si](C)(C)N=[N+]=[N-] (trimethylsilyl azide). Solvent: C1(=CC=CC=C1)C (toluene). Yields the product [N+](=O)([O-])C1=CC=C(S1)C#CC1=CC=C(C=C1)C1=NN=NN1 (5-[4-[(5-nitro-2-thienyl)ethynyl]-phenyl]-1H-tetrazole). RXN SMILES: [N+:1]([C:4]1[S:8][C:7]([C:9]#[C:10][C:11]2[CH:18]=[CH:17][C:14]([C:15]#[N:16])=[CH:13][CH:12]=2)=[CH:6][CH:5]=1)([O-:3])=[O:2].C([Sn](=O)CCCC)CCC.C[Si]([N:33]=[N+:34]=[N-:35])(C)C>C1(C)C=CC=CC=1>[N+:1]([C:4]1[S:8][C:7]([C:9]#[C:10][C:11]2[CH:12]=[CH:13][C:14]([C:15]3[NH:35][N:34]=[N:33][N:16]=3)=[CH:17][CH:18]=2)=[CH:6][CH:5]=1)([O-:3])=[O:2]. Reported procedure: To a solution of 4-[(5-nitro-2-thienyl)ethynyl]benzonitrile (0.6 g) and dibutyltin oxide (59 mg) in anhydrous toluene (30 ml) was added trimethylsilyl azide (0.5 ml). The reaction mixture was heated to reflux in the dark for 12 hours, then allowed to cool to room temperature. The reaction mixture was washed with saturated sodium bicarbonate (2×300 ml) and the combined aqueous layer was acidified to pH 1 with concentrated hydrochloric acid (30 ml). The acidified solution was washed with 1:1 ethyl... Reactants: CC(=O)Nc1ccc2c(c1)OCCC2(C)C, Cl, [Na+], [OH-]. The product is CC1(C)CCOc2cc(N)ccc21. Reaction SMILES: [CH3:1][C:2]1([CH3:16])[CH2:3][CH2:4][O:5][c:6]2[cH:7][c:8]([NH:12][C:13](=[O:14])[CH3:15])[cH:9][cH:10][c:11]21.[ClH:19].[Na+:18].[OH-:17]>>[CH3:1][C:2]1([CH3:16])[CH2:3][CH2:4][O:5][c:6]2[cH:7][c:8]([NH2:12])[cH:9][cH:10][c:11]21. Starting materials: CC(C)=O, O=Cc1c(Cl)nc(-c2ccccc2)c2ccccc12, [K+], O=[Mn](=O)(=O)[O-], O=P([O-])([O-])[O-]. The product is O=C(O)c1c(Cl)nc(-c2ccccc2)c2ccccc12. Reaction SMILES: [CH3:31][C:32](=[O:33])[CH3:34].[Cl:1][c:2]1[n:3][c:4](-[c:14]2[cH:15][cH:16][cH:17][cH:18][cH:19]2)[c:5]2[cH:6][cH:7][cH:8][cH:9][c:10]2[c:11]1[CH:12]=[O:13].[K+:30].[Mn:25]([O-:26])(=[O:27])(=[O:28])=[O:29].[O-:20][P:21](=[O:22])([O-:23])[O-:24]>>[Cl:1][c:2]1[n:3][c:4](-[c:14]2[cH:15][cH:16][cH:17][cH:18][cH:19]2)[c:5]2[cH:6][cH:7][cH:8][cH:9][c:10]2[c:11]1[C:12](=[O:13])[OH:20]. Reactants: C(C)(C)(C)OC(=O)[C@@H](CCCC1=CC=CC=C1)[C@H](C(=O)NN1C(NC(NC1=O)=O)=O)CC(C)C (2(R)-[1(S)-(tert-butoxycarbonyl)-4-phenylbutyl]-4-methyl-N-(2,4,6-trioxo-1,3,5-triazin-1-yl)valeramide). The reagents and catalysts are [Pt](=O)=O (platinum (IV) oxide). Run in C(C)(=O)O (acetic acid). Product: C1(CCCCC1)CCC[C@H](C(=O)OC(C)(C)C)[C@H](C(=O)NN1C(NC(NC1=O)=O)=O)CC(C)C (2(R)-[4-cyclohexyl-1(S)-(tert-butoxycarbonyl)butyl]-N-(2,4,6-trioxo-1,3,5-triazin-1-yl)-4-methylvaleramide). Yield: 25.5%. As a reaction SMILES: [C:1]([O:5][C:6]([C@H:8]([C@@H:18]([CH2:31][CH:32]([CH3:34])[CH3:33])[C:19]([NH:21][N:22]1[C:27](=[O:28])[NH:26][C:25](=[O:29])[NH:24][C:23]1=[O:30])=[O:20])[CH2:9][CH2:10][CH2:11][C:12]1[CH:17]=[CH:16][CH:15]=[CH:14][CH:13]=1)=[O:7])([CH3:4])([CH3:3])[CH3:2]>C(O)(=O)C.[Pt](=O)=O>[CH:12]1([CH2:11][CH2:10][CH2:9][C@@H:8]([C@@H:18]([CH2:31][CH:32]([CH3:34])[CH3:33])[C:19]([NH:21][N:22]2[C:27](=[O:28])[NH:26][C:25](=[O:29])[NH:24][C:23]2=[O:30])=[O:20])[C:6]([O:5][C:1]([CH3:4])([CH3:3])[CH3:2])=[O:7])[CH2:17][CH2:16][CH2:15][CH2:14][CH2:13]1. Procedure: A solution of 0.500 g of 2(R)-[1(S)-(tert-butoxycarbonyl)-4-phenylbutyl]-4-methyl-N-(2,4,6-trioxo-1,3,5-triazin-1-yl)valeramide (prepared as described in Example 44, part (i)) in 7 ml of glacial acetic acid was hydrogenated in the presence of 0.05 g of platinum (IV) oxide for 1.5 hours. Filtration and evaporation gave a residue which was purified by flash column chromatography on silica gel using ethyl acetate/hexane (1:1) as the eluant to give 0.129 g of 2(R)-[4-cyclohexyl-1(S)-(tert-butoxycarb... Starting materials: O=Cc1cc(F)cc(Br)c1, C1CCOC1, C[Mg+], [Cl-], [Cl-], [NH4+]. Product: CC(O)c1cc(F)cc(Br)c1. Reaction SMILES: [Br:1][c:2]1[cH:3][c:4]([CH:5]=[O:6])[cH:7][c:8]([F:10])[cH:9]1.[CH2:16]1[O:17][CH2:18][CH2:19][CH2:20]1.[CH3:12][Mg+:13].[Cl-:11].[Cl-:14].[NH4+:15]>>[Br:1][c:2]1[cH:3][c:4]([CH:5]([OH:6])[CH3:12])[cH:7][c:8]([F:10])[cH:9]1. Starting materials: O=C1CCC(=O)N1Br, O=C(OOC(=O)c1ccccc1)c1ccccc1, ClC(Cl)(Cl)Cl, CCCC12CCC(=O)C=C1c1c(cc(OC)c(Cl)c1Cl)C2. As a reaction SMILES: [Br:22][N:23]1[C:24](=[O:25])[CH2:26][CH2:27][C:28]1=[O:29].[C:30]([O:31][O:32][C:33](=[O:34])[c:35]1[cH:36][cH:37][cH:38][cH:39][cH:40]1)(=[O:41])[c:42]1[cH:43][cH:44][cH:45][cH:46][cH:47]1.[C:48]([Cl:49])([Cl:50])([Cl:51])[Cl:52].[Cl:1][c:2]1[c:3]2[c:11]([cH:12][c:13]([O:16][CH3:17])[c:14]1[Cl:15])[CH2:10][C:9]1([CH2:18][CH2:19][CH3:20])[C:4]2=[CH:5][C:6](=[O:21])[CH2:7][CH2:8]1>>[Cl:1][c:2]1[c:3]2[c:11]([cH:12][c:13]([O:16][CH3:17])[c:14]1[Cl:15])[CH:10]([Br:22])[C:9]1([CH2:18][CH2:19][CH3:20])[C:4]2=[CH:5][C:6](=[O:21])[CH2:7][CH2:8]1. Yields the product CCCC12CCC(=O)C=C1c1c(cc(OC)c(Cl)c1Cl)C2Br.